Dataset: the Open Reaction Database (ORD), a public repository of structured organic reaction records. Task: describe an organic reaction: reactants, conditions, products, and yield The reactants are Clc1cc(N2CCCCC2)nc(Cl)n1, Clc1ccccc1, FC(F)(F)c1cccnc1N1CCNCC1. Product: FC(F)(F)c1cccnc1N1CCN(c2nc(Cl)cc(N3CCCCC3)n2)CC1. RXN SMILES: [Cl:1][c:2]1[n:3][c:4]([N:9]2[CH2:10][CH2:11][CH2:12][CH2:13][CH2:14]2)[cH:5][c:6]([Cl:8])[n:7]1.[Cl:31][c:32]1[cH:33][cH:34][cH:35][cH:36][cH:37]1.[F:15][C:16]([c:17]1[c:18]([N:23]2[CH2:24][CH2:25][NH:26][CH2:27][CH2:28]2)[n:19][cH:20][cH:21][cH:22]1)([F:29])[F:30]>>[c:2]1([N:26]2[CH2:25][CH2:24][N:23]([c:18]3[c:17]([C:16]([F:15])([F:29])[F:30])[cH:22][cH:21][cH:20][n:19]3)[CH2:28][CH2:27]2)[n:3][c:4]([N:9]2[CH2:10][CH2:11][CH2:12][CH2:13][CH2:14]2)[cH:5][c:6]([Cl:8])[n:7]1. Reactants: COC(C[C@@H]1COC2=C1C=CC(=C2)O[C@@H]2CCC1=C(C=CC(=C21)F)O)=O ({(S)-6-[(R)-7-fluoro-4-hydroxy-indan-1-yloxy]-2,3-dihydro-benzofuran-3-yl}-acetic acid methyl ester), CC1=C(C(=CC=C1)C)B(O)O (2,6-dimethyl-phenylboronic acid), Intermediate 6. The product is COC(C[C@@H]1COC2=C1C=CC(=C2)O[C@@H]2CCC1=C(C=CC(=C21)F)OC2=C(C=CC=C2C)C)=O ({(S)-6-[(R)-7-Fluoro-4-(2,6-dimethyl-phenoxy)-indan-1-yloxy]-2,3-dihydro-benzofuran-3-yl}-acetic acid methyl ester). RXN SMILES: [CH3:1][O:2][C:3](=[O:26])[CH2:4][C@H:5]1[C:9]2[CH:10]=[CH:11][C:12]([O:14][C@H:15]3[C:23]4[C:18](=[C:19]([OH:25])[CH:20]=[CH:21][C:22]=4[F:24])[CH2:17][CH2:16]3)=[CH:13][C:8]=2[O:7][CH2:6]1.[CH3:27][C:28]1[CH:33]=[CH:32][CH:31]=[C:30]([CH3:34])[C:29]=1B(O)O>>[CH3:1][O:2][C:3](=[O:26])[CH2:4][C@H:5]1[C:9]2[CH:10]=[CH:11][C:12]([O:14][C@H:15]3[C:23]4[C:18](=[C:19]([O:25][C:29]5[C:30]([CH3:34])=[CH:31][CH:32]=[CH:33][C:28]=5[CH3:27])[CH:20]=[CH:21][C:22]=4[F:24])[CH2:17][CH2:16]3)=[CH:13][C:8]=2[O:7][CH2:6]1. Reported procedure: The title compound is prepared from {(S)-6-[(R)-7-fluoro-4-hydroxy-indan-1-yloxy]-2,3-dihydro-benzofuran-3-yl}-acetic acid methyl ester and 2,6-dimethyl-phenylboronic acid following a procedure analogous to that described for Intermediate 6. LC (method 3): tR=0.96 min; Mass spectrum (ESI+): m/z=485 [M+Na]+. Reactants: COCOc1cc(CCO)cc(OCOC)c1, CI, CN(C)C=O, [Cl-], [H-], [NH4+], [Na+], O. Yields the product COCCc1cc(OCOC)cc(OCOC)c1. RXN SMILES: [CH3:1][O:2][CH2:3][O:4][c:5]1[cH:6][c:7]([CH2:15][CH2:16][OH:17])[cH:8][c:9]([O:11][CH2:12][O:13][CH3:14])[cH:10]1.[CH3:20][I:21].[CH3:24][N:25]([CH3:26])[CH:27]=[O:28].[Cl-:22].[H-:18].[NH4+:23].[Na+:19].[OH2:29]>>[CH3:1][O:2][CH2:3][O:4][c:5]1[cH:6][c:7]([CH2:15][CH2:16][O:17][CH3:20])[cH:8][c:9]([O:11][CH2:12][O:13][CH3:14])[cH:10]1. Reactants: CI (methyl iodide), C(CCCCC)OC=1C(=NSN1)C=1C=NC=CC1 (3-(4-hexyloxy-1,2,5-thiadiazol-3-yl)pyridine). Run in CC(=O)C (acetone). Conditions: time 18 hour. The product is [I-].C(CCCCC)OC=1C(=NSN1)C=1C=[N+](C=CC1)C (3-(4-hexyloxy-1,2,5-thiadiazol-3-yl)-1-methylpyridinium iodide). As a reaction SMILES: [CH3:1][I:2].[CH2:3]([O:9][C:10]1[C:11]([C:15]2[CH:16]=[N:17][CH:18]=[CH:19][CH:20]=2)=[N:12][S:13][N:14]=1)[CH2:4][CH2:5][CH2:6][CH2:7][CH3:8]>CC(C)=O>[I-:2].[CH2:3]([O:9][C:10]1[C:11]([C:15]2[CH:16]=[N+:17]([CH3:1])[CH:18]=[CH:19][CH:20]=2)=[N:12][S:13][N:14]=1)[CH2:4][CH2:5][CH2:6][CH2:7][CH3:8] |f:3.4|. Reported procedure: A mixture of methyl iodide (0.5 ml, 7.5 mmol) and 3-(4-hexyloxy-1,2,5-thiadiazol-3-yl)pyridine (658 mg, 2.5 mmol) in acetone (5 ml) was stirred at room temperature for 18 h. The title compound precipitated from the solution and was collected by filtration to yield 0.81 g (80%). Reactants: Cc1ccc(N)cc1, CCc1ccc(I)cc1. The reagents and catalysts are CCN=P(N=P(N(C)C)(N(C)C)N(C)C)(N(C)C)N(C)C (P2Et), CC(C)c1cc(C(C)C)c(-c2ccccc2P(C2CCCCC2)(C2CCCCC2)->[Pd]2(OS(=O)(=O)C(F)(F)F)<-Nc3ccccc3-c3ccccc32)c(C(C)C)c1 (XPhos). Solvent: CS(=O)C (DMSO), CS(=O)C (DMSO), CS(=O)C (DMSO), CS(=O)C (DMSO), CS(=O)C (DMSO). Run at temperature 60 celsius, time 16 hour. The product is CCc1ccc(Nc2ccc(C)cc2)cc1. Yield: 73.7%. Procedure details: These solutions were added to a 384-
well source plate (80 µL per well). The Mosquito HTS liquid handling robot was used to dose
each of these solutions (200 nL each) into a 1536-well plate. Starting materials: FC=1C=C(C=CC1OC)C=1C=C(C(NN1)=O)C(=O)OC (6-(3-fluoro-4-methoxyphenyl)-4-methoxycarbonyl-2H-pyridazin-3-one), ClC1=CC=C(CCl)C=C1 (4-chlorobenzyl chloride). Yields the product ClC1=CC=C(CN2N=C(C=C(C2=O)C(=O)OC)C2=CC(=C(C=C2)OC)F)C=C1 (2-(4-chlorobenzyl)-6-(3-fluoro-4-methoxyphenyl)-4-methoxycarbonyl-2H-pyridazin-3-one). The yield is 97.6%. RXN SMILES: [F:1][C:2]1[CH:3]=[C:4]([C:10]2[CH:11]=[C:12]([C:17]([O:19][CH3:20])=[O:18])[C:13](=[O:16])[NH:14][N:15]=2)[CH:5]=[CH:6][C:7]=1[O:8][CH3:9].[Cl:21][C:22]1[CH:29]=[CH:28][C:25]([CH2:26]Cl)=[CH:24][CH:23]=1>>[Cl:21][C:22]1[CH:29]=[CH:28][C:25]([CH2:26][N:14]2[C:13](=[O:16])[C:12]([C:17]([O:19][CH3:20])=[O:18])=[CH:11][C:10]([C:4]3[CH:5]=[CH:6][C:7]([O:8][CH3:9])=[C:2]([F:1])[CH:3]=3)=[N:15]2)=[CH:24][CH:23]=1. Procedure details: Following the procedure of Example 1(6), 6-(3-fluoro-4-methoxyphenyl)-4-methoxycarbonyl-2H-pyridazin-3-one and 4-chlorobenzyl chloride were reacted to yield the title compound as yellow needles (yield: 97.6%). The reactants are [F-].C(CCC)[N+](CCCC)(CCCC)CCCC (Tetrabutylammonium fluoride), O([Si](C)(C)C(C)(C)C)C(CCC[C@@H]1[C@H]([C@H](C[C@H]1O)OC1OCCCC1)C\C=C/CCCC(=O)OC)C(CCC)(F)F (methyl (Z)-7-[(1R)-(2R,3R,5S)-2-{4(R,S)-t-butyldimethylsiloxy-5,5-difluorooctyl}-3-hydroxy-5-tetrahydropyranyloxycylopentyl]hept-5-enoate). Run in C1CCOC1 (THF). Run at time 8 hour. Product: OC(CCC[C@@H]1[C@H]([C@H](C[C@H]1O)OC1OCCCC1)C\C=C/CCCC(=O)OC)C(CCC)(F)F (methyl (Z)-7-[(1R)-(2R,3R,5S)-2-{4(R,S)-hydroxy-5,5-difluorooctyl}-3-hydroxy-5-tetrahydro pyranyloxycylopentyl]hept-5-enoate). Yield: 72.0%. As a reaction SMILES: [F-].C([N+](CCCC)(CCCC)CCCC)CCC.[O:19]([CH:27]([C:54]([F:59])([F:58])[CH2:55][CH2:56][CH3:57])[CH2:28][CH2:29][CH2:30][C@H:31]1[C@H:35]([OH:36])[CH2:34][C@H:33]([O:37][CH:38]2[CH2:43][CH2:42][CH2:41][CH2:40][O:39]2)[C@@H:32]1[CH2:44]/[CH:45]=[CH:46]\[CH2:47][CH2:48][CH2:49][C:50]([O:52][CH3:53])=[O:51])[Si](C(C)(C)C)(C)C>C1COCC1>[OH:19][CH:27]([C:54]([F:59])([F:58])[CH2:55][CH2:56][CH3:57])[CH2:28][CH2:29][CH2:30][C@H:31]1[C@H:35]([OH:36])[CH2:34][C@H:33]([O:37][CH:38]2[CH2:43][CH2:42][CH2:41][CH2:40][O:39]2)[C@@H:32]1[CH2:44]/[CH:45]=[CH:46]\[CH2:47][CH2:48][CH2:49][C:50]([O:52][CH3:53])=[O:51] |f:0.1|. Procedure details: Tetrabutylammonium fluoride (1.0M in THF, 3.95 ml) was added to a solution of the monoalcohol (40) (0.479 g) in THF and the mixture was stirred overnight at room temperature. The crude product obtained after the usual work-up was subjected to silicagel column chromatography to give the diol (41). Starting materials: Cl (hydrochloric acid), C(C=C)C1(CCC2(OCCO2)CC1)NCC1=CC=C(C=C1)OC ((8-allyl-1,4-dioxaspiro[4.5]dec-8-yl)-(4-methoxybenzyl)amine), C(O)([O-])=O.[Na+] (sodium hydrogen carbonate), ClCCl (dichloromethane). Run in CC(=O)C (acetone), O (water). Conditions: time 16 hour. The product is C(C=C)C1(CCC(CC1)=O)NCC1=CC=C(C=C1)OC (4-Allyl-4-(4-methoxybenzylamino)cyclohexanone). As a reaction SMILES: Cl.[CH2:2]([C:5]1([NH:15][CH2:16][C:17]2[CH:22]=[CH:21][C:20]([O:23][CH3:24])=[CH:19][CH:18]=2)[CH2:14][CH2:13][C:8]2(OCC[O:9]2)[CH2:7][CH2:6]1)[CH:3]=[CH2:4].C(=O)([O-])O.[Na+].ClCCl>CC(C)=O.O>[CH2:2]([C:5]1([NH:15][CH2:16][C:17]2[CH:18]=[CH:19][C:20]([O:23][CH3:24])=[CH:21][CH:22]=2)[CH2:14][CH2:13][C:8](=[O:9])[CH2:7][CH2:6]1)[CH:3]=[CH2:4] |f:2.3|. Procedure: Concentrated hydrochloric acid (0.5 ml) was added to a solution of (8-allyl-1,4-dioxaspiro[4.5]dec-8-yl)-(4-methoxybenzyl)amine (C-9) (1.0 g, 3.15 mmol) in acetone (10 ml) and water (0.5 liter), and the mixture was stirred for 16 h at room temperature. Then saturated sodium hydrogen carbonate solution (40 ml) was added to the solution, and extraction with dichloromethane (3×40 ml) was carried out. The combined organic phases were dried with sodium sulfate and concentrated in vacuo. Reactants: solution, C(CCC)[Li] (butyl-lithium), CCCCCC (hexane), solution, C(CCC)[Li] (butyl-lithium), CCCCCC (hexane), C1C=CC2=CC=CC=C12 (indene), Cl[Sn](CCCC)(CCCC)CCCC (chlorotributyltin), ClP(C)C (chlorodimethylphosphine). Solvent: CCOCC (ether), CCOCC (ether). Reaction conditions: temperature -20 celsius, time 1 hour. Yields the product C(CCC)[Sn](CCCC)(CCCC)C=1C(C2=CC=CC=C2C1)P(C)C (Tributylstannyl-dimethylphosphino-indene). Yield: 79.6%. RXN SMILES: [CH2:1]1[C:9]2[C:4](=[CH:5][CH:6]=[CH:7][CH:8]=2)[CH:3]=[CH:2]1.C([Li])CCC.CCCCCC.Cl[P:22]([CH3:24])[CH3:23].Cl[Sn:26]([CH2:35][CH2:36][CH2:37][CH3:38])([CH2:31][CH2:32][CH2:33][CH3:34])[CH2:27][CH2:28][CH2:29][CH3:30]>CCOCC>[CH2:35]([Sn:26]([C:2]1[CH:3]([P:22]([CH3:24])[CH3:23])[C:4]2[C:9]([CH:1]=1)=[CH:8][CH:7]=[CH:6][CH:5]=2)([CH2:27][CH2:28][CH2:29][CH3:30])[CH2:31][CH2:32][CH2:33][CH3:34])[CH2:36][CH2:37][CH3:38]. Procedure details: 150 ml of ether were introduced into a round-bottomed flask which contained 5.5 g (0.047 mol) of indene; the mixture was cooled to −20° C. 20.8 ml of a 2.3 molar solution of butyl-lithium in hexane (0.048 mol) were added to this solution in the course of 5 minutes, a yellow solution being formed. After removal of the cooling bath, the solution was warmed to room temperature and subsequently stirred for 1 hour. After the reaction mixture had been cooled to −30° C., 4.6 g of chlorodimethylphosphin...